From a dataset of the Open Reaction Database (ORD), a public repository of structured organic reaction records. describe an organic reaction: reactants, conditions, products, and yield Product: OC1COCC1OCC1CC1. The reactants are BrCC1CC1, [H-], [Na+], CN(C)C=O, OC1COCC1O. As a reaction SMILES: [Br:8][CH2:9][CH:10]1[CH2:11][CH2:12]1.[H-:13].[Na+:14].[O:15]=[CH:16][N:17]([CH3:18])[CH3:19].[OH:1][CH:2]1[CH2:3][O:4][CH2:5][CH:6]1[OH:7]>>[O:1]([CH:2]1[CH2:3][O:4][CH2:5][CH:6]1[OH:7])[CH2:9][CH:10]1[CH2:11][CH2:12]1. The reactants are C(C)SC1=CC(=C(C=C1)Br)C (4-Bromo-3-methylphenyl ethyl sulfide), [Mg] (magnesium), [Br-] (bromide), COB(OC)OC (trimethylborate), BrC(C)Br (Dibromoethane). Run in C1CCOC1 (THF), C1CCOC1 (THF). Reaction conditions: time 2 hour. The product is C(C)SC1=CC(=C(C=C1)B(O)O)C ([4-(Ethylthio)-2-methylphenyl]-boronic acid). RXN SMILES: [CH2:1]([S:3][C:4]1[CH:9]=[CH:8][C:7](Br)=[C:6]([CH3:11])[CH:5]=1)[CH3:2].[Mg].BrC(Br)C.[Br-].C[O:19][B:20](OC)[O:21]C>C1COCC1>[CH2:1]([S:3][C:4]1[CH:9]=[CH:8][C:7]([B:20]([OH:21])[OH:19])=[C:6]([CH3:11])[CH:5]=1)[CH3:2]. Procedure details: A 100 ml portion of a solution of the product from example 10 step (i) (120.7 g) in THF (500 ml) was added to a stirred mixture of magnesium turnings (13.4 g) in THF (100 ml). Dibromoethane (0.2 ml) was added, and the mixture gently refluxed on initiation. The remaining bromide solution was added dropwise maintaining the reaction at reflux. After addition the mixture was allowed to cool to RT then transferred via cannula into a stirred solution of trimethylborate (112 ml) in TIE (200 ml) at 0° C... The reactants are C(C)OC(CC=1C=NC=C(C1)C1=C(C=C(C=C1)C#N)CN(C(=O)C1CC1)CC1=CC=CC=C1)=O ((5-{2-[(N-Benzyl-N-cyclopropanecarbonyl-amino)-methyl]-4-cyano-phenyl}-pyridin-3-yl)-acetic acid ethyl ester), N(=[N+]=[N-])[Si](C)(C)C (azidotrimethylsilane), C(CCC)[Sn](CCCC)=O (Dibutyltin oxide). The solvent is C1(=CC=CC=C1)C (toluene). Reaction conditions: temperature 80 celsius, time 5 hour. Yields the product C(C)OC(CC=1C=NC=C(C1)C1=C(C=C(C=C1)C=1N=NNN1)CN(C(=O)C1CC1)CC1=CC=CC=C1)=O ({5-[2-[(N-benzyl-N-cyclopropanecarbonyl-amino)-methyl]-4-(2H-tetrazol-5-yl)-phenyl]-pyridin-3-yl}-acetic acid ethyl ester), C(C1=CC=CC=C1)N(C(=O)C1CC1)CC1=C(C=CC(=C1)C=1N=NNN1)C=1C=C(C=NC1)CC(=O)O ({5-[2-[(N-Benzyl-N-cyclopropanecarbonyl-amino)-methyl]-4-(2H-tetrazol-5-yl)-phenyl]-pyridin-3-yl}-acetic acid). RXN SMILES: [CH2:1]([O:3][C:4](=[O:34])[CH2:5][C:6]1[CH:7]=[N:8][CH:9]=[C:10]([C:12]2[CH:17]=[CH:16][C:15]([C:18]#[N:19])=[CH:14][C:13]=2[CH2:20][N:21]([CH2:27][C:28]2[CH:33]=[CH:32][CH:31]=[CH:30][CH:29]=2)[C:22]([CH:24]2[CH2:26][CH2:25]2)=[O:23])[CH:11]=1)[CH3:2].C([Sn](=O)CCCC)CCC.[N:45]([Si](C)(C)C)=[N+:46]=[N-:47]>C1(C)C=CC=CC=1>[CH2:1]([O:3][C:4](=[O:34])[CH2:5][C:6]1[CH:7]=[N:8][CH:9]=[C:10]([C:12]2[CH:17]=[CH:16][C:15]([C:18]3[N:45]=[N:46][NH:47][N:19]=3)=[CH:14][C:13]=2[CH2:20][N:21]([CH2:27][C:28]2[CH:29]=[CH:30][CH:31]=[CH:32][CH:33]=2)[C:22]([CH:24]2[CH2:26][CH2:25]2)=[O:23])[CH:11]=1)[CH3:2].[CH2:27]([N:21]([CH2:20][C:13]1[CH:14]=[C:15]([C:18]2[N:45]=[N:46][NH:47][N:19]=2)[CH:16]=[CH:17][C:12]=1[C:10]1[CH:11]=[C:6]([CH2:5][C:4]([OH:3])=[O:34])[CH:7]=[N:8][CH:9]=1)[C:22]([CH:24]1[CH2:25][CH2:26]1)=[O:23])[C:28]1[CH:33]=[CH:32][CH:31]=[CH:30][CH:29]=1. Reported procedure: (5-{2-[(N-Benzyl-N-cyclopropanecarbonyl-amino)-methyl]-4-cyano-phenyl}-pyridin-3-yl)-acetic acid ethyl ester (0.253 g, 0.56 mmol) was dissolved in toluene (10 mL). Dibutyltin oxide (0.014 g, 0.06 mmol) was added, followed by azidotrimethylsilane (0.09 mL, 0.67 mmol), and the reaction was stirred at 80° C. for 5 hours, and at 100° C. overnight. The mixture was quenched with H2O and extracted with EtOAc. The combined organic layers were concentrated and purified by preparative HPLC to give {5-[2-[...